Dataset: the Open Reaction Database (ORD), a public repository of structured organic reaction records. Task: describe an organic reaction: reactants, conditions, products, and yield Reported procedure: To a stirred solution of 1,2-difluoro-4-nitrobenzene (200 mg, 1.25 mmol, 1 eq) in THF (5 mL) was added TEA (0.26 mL, 1.88 mmol, 1.5 eq) and 3-hydroxyazetidine.HCl (205 mg, 1.88 mmol, 1.5 eq) at RT and refluxed for 24 h. THF was evaporated and the residue was washed with water (10 mL) to obtain 1-(2-fluoro-4-nitrophenyl)azetidin-3-ol (200 mg, 75%) as a solid (TLC: EtOAc/PE (3:7), Rf: 0.30). Starting materials: FC1=C(C=C(C=C1)[N+](=O)[O-])F (1,2-difluoro-4-nitrobenzene), TEA, OC1CNC1 (3-hydroxyazetidine), Cl (HCl). The yield is 75.0%. Reaction SMILES: F[C:2]1[CH:7]=[CH:6][C:5]([N+:8]([O-:10])=[O:9])=[CH:4][C:3]=1[F:11].[OH:12][CH:13]1[CH2:16][NH:15][CH2:14]1.Cl>C1COCC1>[F:11][C:3]1[CH:4]=[C:5]([N+:8]([O-:10])=[O:9])[CH:6]=[CH:7][C:2]=1[N:15]1[CH2:16][CH:13]([OH:12])[CH2:14]1. Run in C1CCOC1 (THF). Product: FC1=C(C=CC(=C1)[N+](=O)[O-])N1CC(C1)O (1-(2-fluoro-4-nitrophenyl)azetidin-3-ol). Starting materials: CC(C)CNC1CCN(C(=O)OC(C)(C)C)CC1, CC(=O)O[BH-](OC(C)=O)OC(C)=O, CC(=O)O, ClCCCl, [Na+], [Na+], [OH-], O=Cc1cnc2ccccc2c1. The product is CC(C)CN(Cc1cnc2ccccc2c1)C1CCN(C(=O)OC(C)(C)C)CC1. RXN SMILES: [C:15]([CH3:16])([CH3:17])([CH3:18])[O:19][C:20](=[O:21])[N:22]1[CH2:23][CH2:24][CH:25]([NH:28][CH2:29][CH:30]([CH3:31])[CH3:32])[CH2:26][CH2:27]1.[C:1]([O:2][BH-:3]([O:4][C:5](=[O:6])[CH3:7])[O:8][C:9](=[O:10])[CH3:11])(=[O:12])[CH3:13].[CH3:45][C:46](=[O:47])[OH:48].[Cl:51][CH2:52][CH2:53][Cl:54].[Na+:14].[Na+:50].[OH-:49].[n:33]1[cH:34][c:35]([CH:43]=[O:44])[cH:36][c:37]2[cH:38][cH:39][cH:40][cH:41][c:42]12>>[C:15]([CH3:16])([CH3:17])([CH3:18])[O:19][C:20](=[O:21])[N:22]1[CH2:23][CH2:24][CH:25]([N:28]([CH2:29][CH:30]([CH3:31])[CH3:32])[CH2:43][c:35]2[cH:34][n:33][c:42]3[c:37]([cH:36]2)[cH:38][cH:39][cH:40][cH:41]3)[CH2:26][CH2:27]1. Starting materials: C(C1=CC=CC=C1)Cl (benzyl chloride), C(=O)([O-])[O-].[K+].[K+] (K2CO3), COC(CC1=CC=C(C=C1)S)=O (Methyl(4-mercaptophenyl)acetate), [OH-].[Na+] (NaOH). Solvent: C(C)O (ethanol). The product is COC(CC1=CC=C(C=C1)SCC1=CC=CC=C1)=O (methyl(4-benzylthiophenyl)acetate). Reaction SMILES: [CH3:1][O:2][C:3](=[O:12])[CH2:4][C:5]1[CH:10]=[CH:9][C:8]([SH:11])=[CH:7][CH:6]=1.[CH2:13](Cl)[C:14]1[CH:19]=[CH:18][CH:17]=[CH:16][CH:15]=1.C([O-])([O-])=O.[K+].[K+].[OH-].[Na+]>C(O)C>[CH3:1][O:2][C:3](=[O:12])[CH2:4][C:5]1[CH:10]=[CH:9][C:8]([S:11][CH2:13][C:14]2[CH:19]=[CH:18][CH:17]=[CH:16][CH:15]=2)=[CH:7][CH:6]=1 |f:2.3.4,5.6|. Reported procedure: Methyl(4-mercaptophenyl)acetate (0.2 mol) is heated at reflux with benzyl chloride (25 g, 0.2 mol) and K2CO3 (25 g, 0.2 mol) in 100 mL ethanol. The product is added to aqueous NaOH, extracted with ether, and purified by silica gel chromatography to yield methyl(4-benzylthiophenyl)acetate (3). (Scheme III, Step 1.) The reactants are CC1=CC=C(C=C1)S(=O)(=O)OC[C@H]1O[C@H]([C@@H]([C@H]([C@@H]1O)O)O)C1=CC(=C(C=C1)Cl)CC=1SC(=CN1)C=1OC=CC1 (((2R,3S,4R,5R,6S)-6-(4-Chloro-3-((5-(furan-2-yl)thiazol-2-yl)methyl)phenyl)-3,4,5-trihydroxy-tetrahydro-2H-pyran-2-yl)methyl 4-methylbenzenesulfonate), [F-].[K+] (potassium fluoride), O (H2O). Solvent: C(CO)O (ethylene glycol). Product: ClC1=C(C=C(C=C1)[C@@H]1O[C@@H]([C@H]([C@@H]([C@H]1O)O)O)CF)CC=1SC(=CN1)C=1OC=CC1 ((2S,3R,4R,5S,6S)-2-(4-Chloro-3-((5-(furan-2-yl)thiazol-2-yl)methyl)phenyl)-6-(fluoromethyl)-tetrahydro-2H-pyran-3,4,5-triol). Yield: 10.7%. RXN SMILES: CC1C=CC(S(O[CH2:12][C@@H:13]2[C@@H:18]([OH:19])[C@H:17]([OH:20])[C@@H:16]([OH:21])[C@H:15]([C:22]3[CH:27]=[CH:26][C:25]([Cl:28])=[C:24]([CH2:29][C:30]4[S:31][C:32]([C:35]5[O:36][CH:37]=[CH:38][CH:39]=5)=[CH:33][N:34]=4)[CH:23]=3)[O:14]2)(=O)=O)=CC=1.[F-:40].[K+].O>C(O)CO>[Cl:28][C:25]1[CH:26]=[CH:27][C:22]([C@H:15]2[C@H:16]([OH:21])[C@@H:17]([OH:20])[C@H:18]([OH:19])[C@@H:13]([CH2:12][F:40])[O:14]2)=[CH:23][C:24]=1[CH2:29][C:30]1[S:31][C:32]([C:35]2[O:36][CH:37]=[CH:38][CH:39]=2)=[CH:33][N:34]=1 |f:1.2|. Procedure: The solution of toluenesulfonate 90 (200 mg, 0.34 mmol) and potassium fluoride (23.5 mg 0.41 mmol) in ethylene glycol (3.5 mL) was stirred at 100° C. for 20 h. H2O was added to the reaction mixture and then extracted with CH2Cl2. The organic layer was dried over anhydrous MgSO4, filtered and concentrated in vacuo. The residue was purified by prep HPLC (C18) to afford the titled compound 94 (16 mg, 11%) as a solid.